Dataset: the Open Reaction Database (ORD), a public repository of structured organic reaction records. Task: describe an organic reaction: reactants, conditions, products, and yield Starting materials: NC1=NC2=C(C=3C=C(C=NC13)CCC1=C(C=C(C=C1)OCOC)C)C=CC(=C2)CCC(=O)OCC (ethyl 3-(5-amino-2-(4-(methoxymethoxy)-2-methylphenethyl)benzo[f][1,7]naphthyridin-8-yl)propanoate), Cl (HCl). Run in CCO (EtOH), O1CCOCC1 (dioxane). Reaction conditions: time 3 hour. Product: NC1=NC2=C(C=3C=C(C=NC13)CCC1=C(C=C(C=C1)O)C)C=CC(=C2)CCC(=O)OCC (ethyl 3-(5-amino-2-(4-hydroxy-2-methylphenethyl)benzo[f][1,7]naphthyridin-8-yl)propanoate). RXN SMILES: [NH2:1][C:2]1[C:11]2[N:10]=[CH:9][C:8]([CH2:12][CH2:13][C:14]3[CH:19]=[CH:18][C:17]([O:20]COC)=[CH:16][C:15]=3[CH3:24])=[CH:7][C:6]=2[C:5]2[CH:25]=[CH:26][C:27]([CH2:29][CH2:30][C:31]([O:33][CH2:34][CH3:35])=[O:32])=[CH:28][C:4]=2[N:3]=1.Cl>CCO.O1CCOCC1>[NH2:1][C:2]1[C:11]2[N:10]=[CH:9][C:8]([CH2:12][CH2:13][C:14]3[CH:19]=[CH:18][C:17]([OH:20])=[CH:16][C:15]=3[CH3:24])=[CH:7][C:6]=2[C:5]2[CH:25]=[CH:26][C:27]([CH2:29][CH2:30][C:31]([O:33][CH2:34][CH3:35])=[O:32])=[CH:28][C:4]=2[N:3]=1. Procedure details: Ethyl 3-(5-amino-2-(4-(methoxymethoxy)-2-methylphenethyl)benzo[f][1,7]naphthyridin-8-yl)propanoate (12) (1.0 equiv.) was dissolved in EtOH (0.2M), then added a solution of 4M HCl in dioxane (0.2M). The product precipitated out as a yellow salt. After stirring for 3 hours, the reaction was poured into a stirring solution of ether. The mixture was stirred for 10 minutes, then filtered and washed with ether. Ethyl 3-(5-amino-2-(4-hydroxy-2-methylphenethyl)benzo[f][1,7]naphthyridin-8-yl)propanoate (... Reactants: C1(=CC=CC=C1)C=1CCN(CC1)CCCCC1SC2=C(NC1=O)C=CC=C2 (2-[4-(4-phenyl-1,2,3,6-tetrahydropyridin-1-yl)-butyl]-2H-1,4-benzothiazine-3(4H)one), [H-].[Na+] (sodium hydride), CI (methyl iodide). Run in CN(C=O)C (dimethylformamide). The product is CN1C(C(SC2=C1C=CC=C2)CCCCN2CCC(=CC2)C2=CC=CC=C2)=O (4-methyl-2-[4-(4-phenyl-1,2,3,6-tetrahydropyridin-1-yl)-butyl]-2H-1,4-benzothiazine-3(4H)-one). Isolated yield 32.7%. Reaction SMILES: [C:1]1([C:7]2[CH2:8][CH2:9][N:10]([CH2:13][CH2:14][CH2:15][CH2:16][CH:17]3[C:22](=[O:23])[NH:21][C:20]4[CH:24]=[CH:25][CH:26]=[CH:27][C:19]=4[S:18]3)[CH2:11][CH:12]=2)[CH:6]=[CH:5][CH:4]=[CH:3][CH:2]=1.[H-].[Na+].[CH3:30]I>CN(C)C=O>[CH3:30][N:21]1[C:20]2[CH:24]=[CH:25][CH:26]=[CH:27][C:19]=2[S:18][CH:17]([CH2:16][CH2:15][CH2:14][CH2:13][N:10]2[CH2:9][CH:8]=[C:7]([C:1]3[CH:6]=[CH:5][CH:4]=[CH:3][CH:2]=3)[CH2:12][CH2:11]2)[C:22]1=[O:23] |f:1.2|. Procedure: 1.77 g (=0.004 m) of 2-[4-(4-phenyl-1,2,3,6-tetrahydropyridin-1-yl)-butyl]-2H-1,4-benzothiazine-3(4H)one (see Example 10) prepared analogously to Example were dissolved in 20 ml of anhydrous dimethylformamide with stirring. 0.121 g of sodium hydride was added under a nitrogen atmosphere, and the resulting suspension was maintained at room temperature for 10 minutes. 0.70 g of methyl iodide was then added all at once, and the reaction mixture was stirred for 2.5 hours at room temperature. The rea... The reactants are [BH4-], CCOC(=O)CCCCCCN(CC)c1ccc(C(F)(F)F)cc1C=O, CCOC(C)=O, Cc1ccccc1, CCO, [Cl-], [NH4+], [Na+]. The product is CCOC(=O)CCCCCCN(CC)c1ccc(C(F)(F)F)cc1CO. Reaction SMILES: [BH4-:27].[CH2:1]([CH3:2])[N:3]([CH2:4][CH2:5][CH2:6][CH2:7][CH2:8][CH2:9][C:10](=[O:11])[O:12][CH2:13][CH3:14])[c:15]1[c:16]([CH:25]=[O:26])[cH:17][c:18]([C:21]([F:22])([F:23])[F:24])[cH:19][cH:20]1.[CH3:31][CH2:32][O:33][C:34](=[O:35])[CH3:36].[CH3:37][c:38]1[cH:39][cH:40][cH:41][cH:42][cH:43]1.[CH3:44][CH2:45][OH:46].[Cl-:29].[NH4+:30].[Na+:28]>>[CH2:1]([CH3:2])[N:3]([CH2:4][CH2:5][CH2:6][CH2:7][CH2:8][CH2:9][C:10](=[O:11])[O:12][CH2:13][CH3:14])[c:15]1[c:16]([CH2:25][OH:26])[cH:17][c:18]([C:21]([F:22])([F:23])[F:24])[cH:19][cH:20]1. The reactants are CC#CCn1c(Br)nc(C(=O)OC)c1C(=O)OC, CC(C)C[Al+]CC(C)C, Cl, [H-], C1CCOC1, O. Yields the product CC#CCn1c(Br)nc(C=O)c1C(=O)OC. As a reaction SMILES: [Br:11][c:12]1[n:13]([CH2:25][C:26]#[C:27][CH3:28])[c:14]([C:21](=[O:22])[O:23][CH3:24])[c:15]([C:17](=[O:18])[O:19][CH3:20])[n:16]1.[CH2:2]([Al+:3][CH2:4][CH:5]([CH3:6])[CH3:7])[CH:8]([CH3:9])[CH3:10].[ClH:29].[H-:1].[O:31]1[CH2:32][CH2:33][CH2:34][CH2:35]1.[OH2:30]>>[Br:11][c:12]1[n:13]([CH2:25][C:26]#[C:27][CH3:28])[c:14]([C:21](=[O:22])[O:23][CH3:24])[c:15]([CH:17]=[O:18])[n:16]1.